Task: describe an organic reaction: reactants, conditions, products, and yield. Dataset: the Open Reaction Database (ORD), a public repository of structured organic reaction records Starting materials: Ice water, C1(=CC=CC=C1)C(OC1CCN(CC1)CCCO)C1=CC=CC=C1 (4-(diphenylmethoxy)-1-piperidinepropanol), ClC1=C(N=C2N1N=C(C=C2)Cl)C(C(=O)OCC)(C)C (ethyl 2-[3,6-dichloroimidazo[1,2-b]pyridazin-2-yl]-2-methylpropionate), [H-].[Na+] (sodium hydride). Solvent: CN(C=O)C (N,N-dimethylformamide). Run at time 35 minute. Yields the product ClC1=C(N=C2N1N=C(C=C2)OCCCN2CCC(CC2)OC(C2=CC=CC=C2)C2=CC=CC=C2)C(C(=O)OCC)(C)C (ethyl 2-[3-chloro-6-[3-[4-(diphenylmethoxy)piperidino]propoxy]imidazo[1,2-b]pyridazin-2-yl]-2-methylpropionate). Isolated yield 27.7%. RXN SMILES: [C:1]1([CH:7]([C:19]2[CH:24]=[CH:23][CH:22]=[CH:21][CH:20]=2)[O:8][CH:9]2[CH2:14][CH2:13][N:12]([CH2:15][CH2:16][CH2:17][OH:18])[CH2:11][CH2:10]2)[CH:6]=[CH:5][CH:4]=[CH:3][CH:2]=1.[H-].[Na+].[Cl:27][C:28]1[N:32]2[N:33]=[C:34](Cl)[CH:35]=[CH:36][C:31]2=[N:30][C:29]=1[C:38]([CH3:45])([CH3:44])[C:39]([O:41][CH2:42][CH3:43])=[O:40]>CN(C)C=O>[Cl:27][C:28]1[N:32]2[N:33]=[C:34]([O:18][CH2:17][CH2:16][CH2:15][N:12]3[CH2:13][CH2:14][CH:9]([O:8][CH:7]([C:1]4[CH:2]=[CH:3][CH:4]=[CH:5][CH:6]=4)[C:19]4[CH:24]=[CH:23][CH:22]=[CH:21][CH:20]=4)[CH2:10][CH2:11]3)[CH:35]=[CH:36][C:31]2=[N:30][C:29]=1[C:38]([CH3:44])([CH3:45])[C:39]([O:41][CH2:42][CH3:43])=[O:40] |f:1.2|. Reported procedure: 334 mg of 4-(diphenylmethoxy)-1-piperidinepropanol was dissolved in 20 ml of N,N-dimethylformamide; 45 mg of a 60% dispersion of sodium hydride in mineral oil was added, followed by stirring at room temperature under reduced pressure for 35 minutes. 310 mg of ethyl 2-[3,6-dichloroimidazo[1,2-b]pyridazin-2-yl]-2-methylpropionate was then added, followed by stirring at 0° C. for 2 hours. Ice water was added, followed by extraction with ethyl acetate; the extract was washed with saturated saline an... Starting materials: C(C1=CC=CC=C1)OC1=C(C=CC(=C1)CC1=NC(=CC=C1)OCC1=CC=CC=C1)N1CC(N(S1(=O)=O)CC[Si](C)(C)C)=O (5-[2-benzyloxy-4-(6-benzyloxypyridin-2-ylmethyl)-phenyl]-1,1-dioxo-2-(2-trimethylsilanylethyl)-1,2,5-thiadiazolidin-3-one), [F-].[Cs+] (CsF). The solvent is CN(C)C=O (DMF). Conditions: temperature 60 celsius, time 2 hour. Yields the product C(C1=CC=CC=C1)OC1=C(C=CC(=C1)CC1=NC(=CC=C1)OCC1=CC=CC=C1)N1CC(NS1(=O)=O)=O (5-[2-Benzyloxy-4-(6-benzyloxypyridin-2-ylmethyl)-phenyl]-1,1-dioxo-1,2,5-thiadiazolidin-3-one). As a reaction SMILES: [CH2:1]([O:8][C:9]1[CH:14]=[C:13]([CH2:15][C:16]2[CH:21]=[CH:20][CH:19]=[C:18]([O:22][CH2:23][C:24]3[CH:29]=[CH:28][CH:27]=[CH:26][CH:25]=3)[N:17]=2)[CH:12]=[CH:11][C:10]=1[N:30]1[S:34](=[O:36])(=[O:35])[N:33](CC[Si](C)(C)C)[C:32](=[O:43])[CH2:31]1)[C:2]1[CH:7]=[CH:6][CH:5]=[CH:4][CH:3]=1.[F-].[Cs+]>CN(C=O)C>[CH2:1]([O:8][C:9]1[CH:14]=[C:13]([CH2:15][C:16]2[CH:21]=[CH:20][CH:19]=[C:18]([O:22][CH2:23][C:24]3[CH:29]=[CH:28][CH:27]=[CH:26][CH:25]=3)[N:17]=2)[CH:12]=[CH:11][C:10]=1[N:30]1[S:34](=[O:35])(=[O:36])[NH:33][C:32](=[O:43])[CH2:31]1)[C:2]1[CH:3]=[CH:4][CH:5]=[CH:6][CH:7]=1 |f:1.2|. Reported procedure: To a solution of 5-[2-benzyloxy-4-(6-benzyloxypyridin-2-ylmethyl)-phenyl]-1,1-dioxo-2-(2-trimethylsilanylethyl)-1,2,5-thiadiazolidin-3-one (213 mg, 0.35 mmol) in DMF (3 mL) is added CsF (265 mg, 1.75 mmol). The reaction is stirred at 60° C. for 2 h. The reaction is allowed to cool to RT and the solvent is removed under reduced pressure. The crude cesium salt of the title compound is used in the next step without further purification: (M+H)+=516. Reaction SMILES: [F:1][C:2]([F:45])([F:44])[C:3]1[CH:4]=[C:5]([CH:37]=[C:38]([C:40]([F:43])([F:42])[F:41])[CH:39]=1)[CH2:6][N:7]([C:30]1[N:35]=[CH:34][C:33](Br)=[CH:32][N:31]=1)[CH2:8][C:9]1[CH:14]=[C:13]([C:15]([F:18])([F:17])[F:16])[CH:12]=[CH:11][C:10]=1[C:19]1[CH:24]=[C:23]([CH:25]([CH3:27])[CH3:26])[CH:22]=[CH:21][C:20]=1[O:28][CH3:29].CS(C)=[O:48]>>[F:1][C:2]([F:45])([F:44])[C:3]1[CH:4]=[C:5]([CH:37]=[C:38]([C:40]([F:43])([F:42])[F:41])[CH:39]=1)[CH2:6][N:7]([CH2:8][C:9]1[CH:14]=[C:13]([C:15]([F:18])([F:17])[F:16])[CH:12]=[CH:11][C:10]=1[C:19]1[CH:24]=[C:23]([CH:25]([CH3:27])[CH3:26])[CH:22]=[CH:21][C:20]=1[O:28][CH3:29])[C:30]1[N:35]=[CH:34][C:33]([OH:48])=[CH:32][N:31]=1. The reactants are FC(C=1C=C(CN(CC2=C(C=CC(=C2)C(F)(F)F)C2=C(C=CC(=C2)C(C)C)OC)C2=NC=C(C=N2)Br)C=C(C1)C(F)(F)F)(F)F ((3,5-Bis-trifluoromethyl-benzyl)-(5-bromo-pyrimidin-2-yl)-(5′-isopropyl-2′-methoxy-4-trifluoromethyl-biphenyl-2-ylmethyl)-amine), CS(=O)C (dimethylsulfoxide). Procedure: (3,5-Bis-trifluoromethyl-benzyl)-(5-bromo-pyrimidin-2-yl)-(5′-isopropyl-2′-methoxy-4-trifluoromethyl-biphenyl-2-ylmethyl)-amine (1.06 g) is dissolved in dimethylsulfoxide (5 ml), and the mixture is degassed and thereto are added [1,1′-bis(diphenylphosphino)ferrocene]palladium (II) dichloride (61 mg), potassium acetate (442 mg) and bis(pinacolato)diboron (571 mg). The mixture is degassed and heated to 80° C. under nitrogen flow and stirred for 45 minutes. The reaction solution is allowed to cool ... Conditions: temperature 80 celsius, time 45 minute. Yields the product FC(C=1C=C(CN(C2=NC=C(C=N2)O)CC2=C(C=CC(=C2)C(F)(F)F)C2=C(C=CC(=C2)C(C)C)OC)C=C(C1)C(F)(F)F)(F)F (2-[(3,5-bis-trifluoromethyl-benzyl)-(5′-isopropyl-2′-methoxy-4-trifluoromethyl-biphenyl-2-ylmethyl)-amino]-pyrimidin-5-ol). The reactants are C1COCCN1, ClCCCl, C1CCOC1, CCN(C(C)C)C(C)C, Cc1nc2nc(C(=O)O)cn2c(-c2ccc(Cl)cc2Cl)c1CN=[N+]=[N-], On1nnc2cccnc21. The product is Cc1nc2nc(C(=O)N3CCOCC3)cn2c(-c2ccc(Cl)cc2Cl)c1CN=[N+]=[N-]. As a reaction SMILES: [CH2:26]1[CH2:27][O:28][CH2:29][CH2:30][NH:31]1.[CH2:42]([Cl:43])[CH2:44][Cl:45].[CH2:55]1[O:56][CH2:57][CH2:58][CH2:59]1.[CH:46]([N:47]([CH2:48][CH3:49])[CH:50]([CH3:51])[CH3:52])([CH3:53])[CH3:54].[N:1](=[N+:2]=[N-:3])[CH2:4][c:5]1[c:6]([CH3:25])[n:7][c:8]2[n:9]([c:10]1-[c:11]1[c:12]([Cl:18])[cH:13][c:14]([Cl:17])[cH:15][cH:16]1)[cH:19][c:20]([C:22](=[O:23])[OH:24])[n:21]2.[OH:32][n:33]1[c:34]2[n:35][cH:36][cH:37][cH:38][c:39]2[n:40][n:41]1>>[N:1](=[N+:2]=[N-:3])[CH2:4][c:5]1[c:6]([CH3:25])[n:7][c:8]2[n:9]([c:10]1-[c:11]1[c:12]([Cl:18])[cH:13][c:14]([Cl:17])[cH:15][cH:16]1)[cH:19][c:20]([C:22](=[O:24])[N:31]1[CH2:26][CH2:27][O:28][CH2:29][CH2:30]1)[n:21]2.